From a dataset of the Open Reaction Database (ORD), a public repository of structured organic reaction records. describe an organic reaction: reactants, conditions, products, and yield Reactants: BrC1=C(C=C(N)C=C1Cl)Cl (4-bromo-3,5-dichloroaniline), [Cu]C#N (Copper(I)cyanide). Solvent: CN(C)C=O (DMF). Run at time 30 minute. The product is NC1=CC(=C(C#N)C(=C1)Cl)Cl (4-amino-2,6-dichlorobenzonitrile). Reaction SMILES: Br[C:2]1[C:8]([Cl:9])=[CH:7][C:5]([NH2:6])=[CH:4][C:3]=1[Cl:10].[Cu][C:12]#[N:13]>CN(C=O)C>[NH2:6][C:5]1[CH:7]=[C:8]([Cl:9])[C:2]([C:12]#[N:13])=[C:3]([Cl:10])[CH:4]=1. Procedure: The title compound was prepared from the reaction of 4-bromo-3,5-dichloroaniline (6.88 g, 28.6 mmol) and Copper(I)cyanide (2.56 g, 28.6 mmol) in DMF (48 mL) under microwave irradiation at 190° C. for 1 h. After the completion of the reaction, the mixture was cooled to RT and quenched with 200 mL of 12% ammonia solution. The resultant mixture was stirred for 30 min at RT and the precipitate was filtered, washed with water and dried under vacuum. Yield 3.725 g. 1H NMR (400 MHz; d6-DMSO): δ 6.70 (s... The reactants are [BH4-].[Na+] (NaBH4), ClCCCC(=O)C1=CC=C(C=C1)C(C(=O)O)(C)C (4-(4-chloro-1-oxobutyl)-α,α-dimethylphenylacetic acid), Cl (HCl). Run in CO (methanol). Conditions: time 30 minute. Product: OC(CCCCl)C1=CC=C(C=C1)C(C(=O)O)(C)C (4-(1-hydroxy-4-chlorobutyl)-α,α-dimethylphenylacetic acid). RXN SMILES: [Cl:1][CH2:2][CH2:3][CH2:4][C:5]([C:7]1[CH:12]=[CH:11][C:10]([C:13]([CH3:18])([CH3:17])[C:14]([OH:16])=[O:15])=[CH:9][CH:8]=1)=[O:6].[BH4-].[Na+].Cl>CO>[OH:6][CH:5]([C:7]1[CH:12]=[CH:11][C:10]([C:13]([CH3:18])([CH3:17])[C:14]([OH:16])=[O:15])=[CH:9][CH:8]=1)[CH2:4][CH2:3][CH2:2][Cl:1] |f:1.2|. Reported procedure: To a solution of 50 mg of 4-(4-chloro-1-oxobutyl)-α,α-dimethylphenylacetic acid, prepared in accordance with Example 4, in 3 mL of methanol is added 50 mg of NaBH4. The mixture is stirred for 30 minutes, acidified with 2N HCl, and the methanol is removed in vacuo. The concentrate is extracted with EtOAc. The organics are dried over Na2SO4, filtered, and concentrated to afford 4-(1-hydroxy-4-chlorobutyl)-α,α-dimethylphenylacetic acid. Starting materials: OC1=CC=C(C=C1)SC1=C(C=CC=C1)CC(=O)OC (methyl 2-(4-hydroxyphenylsulfanyl)phenyl-acetate), BrCCCCl (1-bromo-3-chloropropane). Yields the product ClCCCOC1=CC=C(C=C1)SC1=C(C=CC=C1)CC(=O)OC (Methyl 2-(4-(3-Chloropropoxy)phenylsulfanyl)phenylacetate). Isolated yield 73.3%. As a reaction SMILES: [OH:1][C:2]1[CH:7]=[CH:6][C:5]([S:8][C:9]2[CH:14]=[CH:13][CH:12]=[CH:11][C:10]=2[CH2:15][C:16]([O:18][CH3:19])=[O:17])=[CH:4][CH:3]=1.Br[CH2:21][CH2:22][CH2:23][Cl:24]>>[Cl:24][CH2:23][CH2:22][CH2:21][O:1][C:2]1[CH:7]=[CH:6][C:5]([S:8][C:9]2[CH:14]=[CH:13][CH:12]=[CH:11][C:10]=2[CH2:15][C:16]([O:18][CH3:19])=[O:17])=[CH:4][CH:3]=1. Reported procedure: Using the procedure described in Example 34, methyl 2-(4-hydroxyphenylsulfanyl)phenyl-acetate and 1-bromo-3-chloropropane provided 73.3% yield of the title ester, m.p. 48-51° C. For C18H19ClO3S (350.9) calculated: 61.62% C, 5.46% H, 10.10% Cl, 9.14% S; found: 61.12% C, 5.44% H, 10.15% Cl, 9.13% S. 1H NMR spectrum (CDCl3): CH2(COO) 3.84 s; CH3 3.67 s; CH2(O) 4.09 t, J=6.0 Hz; CH2(Cl) 3.73 t, J=6.0 Hz. The reactants are Cc1cccc(Nc2nc(N)ncc2S(=O)(=O)NC(C)(C)C)c1, O=C(O)C(F)(F)F. The product is Cc1cccc(Nc2nc(N)ncc2S(N)(=O)=O)c1. As a reaction SMILES: [NH2:1][c:2]1[n:3][cH:4][c:5]([S:16](=[O:17])(=[O:18])[NH:19][C:20]([CH3:21])([CH3:22])[CH3:23])[c:6]([NH:8][c:9]2[cH:10][c:11]([CH3:15])[cH:12][cH:13][cH:14]2)[n:7]1.[OH:24][C:25]([C:26]([F:27])([F:28])[F:29])=[O:30]>>[NH2:1][c:2]1[n:3][cH:4][c:5]([S:16](=[O:17])(=[O:18])[NH2:19])[c:6]([NH:8][c:9]2[cH:10][c:11]([CH3:15])[cH:12][cH:13][cH:14]2)[n:7]1. Reactants: ClC1=CC(=NC(=N1)N)NC1CCC2=CC=CC=C12 (6-chloro-N4-(2,3-dihydro-1H-inden-1-yl)-2,4-pyrimidinediamine), FC1=C(C#N)C=CC(=C1)B1OC(C(O1)(C)C)(C)C (2-fluoro-4-(4,4,5,5-tetramethyl-1,3,2-dioxaborolan-2-yl)benzonitrile), C(=O)(O)[O-].[Na+] (NaHCO3). The reagents and catalysts are C=1C=CC(=CC1)[P](C=2C=CC=CC2)(C=3C=CC=CC3)[Pd]([P](C=4C=CC=CC4)(C=5C=CC=CC5)C=6C=CC=CC6)([P](C=7C=CC=CC7)(C=8C=CC=CC8)C=9C=CC=CC9)[P](C=1C=CC=CC1)(C=1C=CC=CC1)C=1C=CC=CC1 (Pd(Ph3P)4). Run in O (water), O1CCOCC1 (1,4-dioxane). Run at temperature 120 celsius. Product: NC1=NC(=CC(=N1)C1=CC(=C(C#N)C=C1)F)NC1CCC2=CC=CC=C12 (4-[2-Amino-6-(2,3-dihydro-1H-inden-1-ylamino)-4-pyrimidinyl]-2-fluorobenzonitrile). Yield: 53.8%. As a reaction SMILES: Cl[C:2]1[N:7]=[C:6]([NH2:8])[N:5]=[C:4]([NH:9][CH:10]2[C:18]3[C:13](=[CH:14][CH:15]=[CH:16][CH:17]=3)[CH2:12][CH2:11]2)[CH:3]=1.[F:19][C:20]1[CH:27]=[C:26](B2OC(C)(C)C(C)(C)O2)[CH:25]=[CH:24][C:21]=1[C:22]#[N:23].C([O-])(O)=O.[Na+]>O1CCOCC1.O.C1C=CC([P]([Pd]([P](C2C=CC=CC=2)(C2C=CC=CC=2)C2C=CC=CC=2)([P](C2C=CC=CC=2)(C2C=CC=CC=2)C2C=CC=CC=2)[P](C2C=CC=CC=2)(C2C=CC=CC=2)C2C=CC=CC=2)(C2C=CC=CC=2)C2C=CC=CC=2)=CC=1>[NH2:8][C:6]1[N:7]=[C:2]([C:26]2[CH:25]=[CH:24][C:21]([C:22]#[N:23])=[C:20]([F:19])[CH:27]=2)[CH:3]=[C:4]([NH:9][CH:10]2[C:18]3[C:13](=[CH:14][CH:15]=[CH:16][CH:17]=3)[CH2:12][CH2:11]2)[N:5]=1 |f:2.3,^1:52,54,73,92|. Procedure details: A mixture of 6-chloro-N4-(2,3-dihydro-1H-inden-1-yl)-2,4-pyrimidinediamine (700 mg, 2.69 mmol) and 2-fluoro-4-(4,4,5,5-tetramethyl-1,3,2-dioxaborolan-2-yl)benzonitrile (797 mg, 3.23 mmol) in 1,4-dioxane (150 mL) and a solution of NaHCO3 (903 mg, 10.76 mmol) in water (50 mL) was protected with nitrogen. Pd(Ph3P)4 (31 mg, 0.0269 mmol) was added, and the reaction mixture was heated at 120° C. for 16 hours. The mixture was decanted to remove the solids, and the solution was concentrated to dryness. ... Starting materials: C(C1=CC=CC=C1)OC1=C(C=C(C=C1F)C=1OC2=C(C=NC(=C2)OC[C@H](C)NC(C)=O)N1)F (N-((2S)-1-((2-(4-(benzyloxy)-3,5-difluorophenyl)[1,3]oxazolo[4,5-c]pyridin-6-yl)oxy)propan-2-yl)acetamide), FC1(C(C1)CO)F ((2,2-difluorocyclopropyl)methanol). Yields the product FC1(C(C1)COC1=C(C=C(C=C1F)C=1OC2=C(C=NC(=C2)OC[C@H](C)NC(C)=O)N1)F)F (N-((2S)-1-((2-(4-((2,2-difluorocyclopropyl)methoxy)-3,5-difluorophenyl)[1,3]oxazolo[4,5-c]pyridin-6-yl)oxy)propan-2-yl)acetamide). As a reaction SMILES: C(O[C:9]1[C:14]([F:15])=[CH:13][C:12]([C:16]2[O:17][C:18]3[CH:23]=[C:22]([O:24][CH2:25][C@@H:26]([NH:28][C:29](=[O:31])[CH3:30])[CH3:27])[N:21]=[CH:20][C:19]=3[N:32]=2)=[CH:11][C:10]=1[F:33])C1C=CC=CC=1.[F:34][C:35]1([F:40])[CH2:37][CH:36]1[CH2:38][OH:39]>>[F:34][C:35]1([F:40])[CH2:37][CH:36]1[CH2:38][O:39][C:9]1[C:14]([F:15])=[CH:13][C:12]([C:16]2[O:17][C:18]3[CH:23]=[C:22]([O:24][CH2:25][C@@H:26]([NH:28][C:29](=[O:31])[CH3:30])[CH3:27])[N:21]=[CH:20][C:19]=3[N:32]=2)=[CH:11][C:10]=1[F:33]. Procedure details: Using N-((2S)-1-((2-(4-(benzyloxy)-3,5-difluorophenyl)[1,3]oxazolo[4,5-c]pyridin-6-yl)oxy)propan-2-yl)acetamide and (2,2-difluorocyclopropyl)methanol, and in the same manner as in Step A and Step B of Example 4, the title compound was obtained. Yield: 168.3%. Reported procedure: 21.5 g (146.7 mmol) of 2-chloro-3-fluorophenol (R. Sanz et al. J. Org. Chem. 2005, 70, 6548-51) in 97 ml of dichloromethane and 16.5 ml of pyridine are admixed dropwise at 0° C. with 14 ml (161 mmol) of propionyl chloride. The mixture is stirred for 16 hours and 100 ml of 2 M hydrochloric acid are added. The mixture is extracted with dichloromethane and the extracts are washed with water. Drying over sodium sulphate and the removal of the solvent in vacuo give 27.1 g of 2-chloro-3-fluorophenyl p... The reactants are Cl (hydrochloric acid), C(CC)(=O)OC1=C(C(=CC=C1)F)Cl (2-chloro-3-fluorophenyl propionate), [Cl-].[Cl-].[Cl-].[Al+3] (aluminum trichloride). Product: ClC=1C(=C(C=CC1F)C(CC)=O)O (1-(3-chloro-4-fluoro-2-hydroxyphenyl)propan-1-one). Conditions: temperature 100 celsius, time 18 hour. The solvent is ClCCl (dichloromethane), ClC1=C(C=CC=C1)Cl (1,2-dichlorobenzene), ClC1=C(C=CC=C1)Cl (1,2-dichlorobenzene). As a reaction SMILES: C([O:5][C:6]1[CH:11]=[CH:10][CH:9]=[C:8]([F:12])[C:7]=1[Cl:13])(=O)CC.[Cl-].[Cl-].[Cl-].[Al+3].Cl>ClC1C=CC=CC=1Cl.ClCCl>[Cl:13][C:7]1[C:6]([OH:5])=[C:11]([C:6](=[O:5])[CH2:7][CH3:8])[CH:10]=[CH:9][C:8]=1[F:12] |f:1.2.3.4|.